describe an organic reaction: reactants, conditions, products, and yield From a dataset of the Open Reaction Database (ORD), a public repository of structured organic reaction records. The reactants are [F-].[K+] (potassium fluoride), ClC1=CC=C(C#N)C=C1 (4-chlorobenzonitrile), dimethyldi(ethoxypolyoxypropyl)ammonium chloride, CC(C)CC(CO)O (polyethylene glycol dimethyl ether). Reagents/catalysts: [Br-].C(CCC)[P+](CCCC)(CCCC)CCCC (tetrabutyl-phosphonium bromide). Run in C=1(C(=CC=CC1)C)C (xylene). Conditions: time 30 minute. Product: FC1=CC=C(C#N)C=C1 (4-fluorobenzonitrile). RXN SMILES: [F-:1].[K+].CC(CC(O)CO)C.Cl[C:12]1[CH:19]=[CH:18][C:15]([C:16]#[N:17])=[CH:14][CH:13]=1>[Br-].C([P+](CCCC)(CCCC)CCCC)CCC.C1(C)C(C)=CC=CC=1>[F:1][C:12]1[CH:19]=[CH:18][C:15]([C:16]#[N:17])=[CH:14][CH:13]=1 |f:0.1,4.5|. Procedure: In a 250 ml flange flask and fitted with an impeller stirrer, 69.6 g (1.2 mol) of potassium fluoride, 6.9 g (0.02 mol) of tetrabutyl-phosphonium bromide, 13.8 g (0.02 mol) of dimethyldi(ethoxypolyoxypropyl)ammonium chloride, 13.8 g (0.028 mol) of polyethylene glycol dimethyl ether 500 and 20 g of xylene were metered at 120° C. into the melt of 137.6 g (1.0 mol) of 4-chlorobenzonitrile. After stirring for 30 minutes, the reaction suspension was azeotropically dried by distilling off the xylene un... The reactants are BrC1=CC(=C(CN2C(C3(C4=CC=CC=C24)C(NC(C3C#N)=O)=O)=O)C=C1)F (1'-(4-bromo-2-fluorobenzyl)-4-cyano-spiro-[pyrrolidine-3,3'-indoline]-2,2',5-trione), Br (hydrogen bromide), O (water). Solvent: C(C)(=O)O (acetic acid). The product is BrC1=CC(=C(CN2C(C3(C4=CC=CC=C24)C(NC(C3)=O)=O)=O)C=C1)F (1'-(4-bromo-2-fluorobenzyl)-spiro[pyrrolidine-3,3'-indoline]-2,2',5-trione). Yield: 26.6%. As a reaction SMILES: [Br:1][C:2]1[CH:26]=[CH:25][C:5]([CH2:6][N:7]2[C:15]3[C:10](=[CH:11][CH:12]=[CH:13][CH:14]=3)[C:9]3([CH:19](C#N)[C:18](=[O:22])[NH:17][C:16]3=[O:23])[C:8]2=[O:24])=[C:4]([F:27])[CH:3]=1.Br.O>C(O)(=O)C>[Br:1][C:2]1[CH:26]=[CH:25][C:5]([CH2:6][N:7]2[C:15]3[C:10](=[CH:11][CH:12]=[CH:13][CH:14]=3)[C:9]3([CH2:19][C:18](=[O:22])[NH:17][C:16]3=[O:23])[C:8]2=[O:24])=[C:4]([F:27])[CH:3]=1. Procedure: 1'-(4-bromo-2-fluorobenzyl)-4-cyano-spiro-[pyrrolidine-3,3'-indoline]-2,2',5-trione (1.0 g.) was heated under reflux in 48% w/w hydrogen bromide in acetic acid (30 ml.) for 90 minutes. The solution was poured into water (120 ml.). The precipitate was collected, washed with water (100 ml.), air dried and recrystallised twice from 2-propanol to give 1'-(4-bromo-2-fluorobenzyl)-spiro[pyrrolidine-3,3'-indoline]-2,2',5-trione (0.25 g.), m.p. 218°-220° C. The reactants are NC=1C=C(C=CC1)C#CC=1C=NC=C(C(=O)OC)C1 (methyl 5-((3-aminophenyl)ethynyl)nicotinate), ClC1=C(C=C(C(=O)O)C=C1)C(F)(F)F (4-chloro-3-(trifluoromethyl)benzoic acid). Product: ClC1=C(C=C(C(=O)NC=2C=C(C=CC2)C#CC=2C=NC=C(C(=O)OC)C2)C=C1)C(F)(F)F (Methyl 5-((3-(4-chloro-3-(trifluoromethyl)benzamido)phenyl)ethynyl)nicotinate). As a reaction SMILES: [NH2:1][C:2]1[CH:3]=[C:4]([C:8]#[C:9][C:10]2[CH:11]=[N:12][CH:13]=[C:14]([CH:19]=2)[C:15]([O:17][CH3:18])=[O:16])[CH:5]=[CH:6][CH:7]=1.[Cl:20][C:21]1[CH:29]=[CH:28][C:24]([C:25](O)=[O:26])=[CH:23][C:22]=1[C:30]([F:33])([F:32])[F:31]>>[Cl:20][C:21]1[CH:29]=[CH:28][C:24]([C:25]([NH:1][C:2]2[CH:3]=[C:4]([C:8]#[C:9][C:10]3[CH:11]=[N:12][CH:13]=[C:14]([CH:19]=3)[C:15]([O:17][CH3:18])=[O:16])[CH:5]=[CH:6][CH:7]=2)=[O:26])=[CH:23][C:22]=1[C:30]([F:31])([F:32])[F:33]. Procedure: In a manner similar to that described in Example 1, methyl 5-((3-aminophenyl)ethynyl)nicotinate and 4-chloro-3-(trifluoromethyl)benzoic acid are converted to the title compound. The product is C1(=CC=CC=C1)P(=O)(C1=NN=C(C2=CC=CC=C12)P(=O)(C1=CC=CC=C1)C1=CC=CC=C1)C1=CC=CC=C1 (1,4-bis(diphenylphosphinyl)phthalazine). The solvent is ClC1=C(C=CC=C1)Cl (o-dichlorobenzene). Procedure details: To a stirred, refluxing mixture of 5.00 g of 1,4-dichlorophthalazine in 50 ml of o-dichlorobenzene under nitrogen was added dropwise 15.00 of methyl diphenylphosphinite. After the addition was completed, the mixture was refluxed for 6 hours and then allowed to stand at room temperature for 13 days. The resulting solid was separated by filtration, washed with benzene and with hexane, recrystallized from 125 ml of toluene with decolorizing charcoal treatment, and dried at 100° C./0.1 mm (13 Pa) to... Reaction SMILES: Cl[C:2]1[C:11]2[C:6](=[CH:7][CH:8]=[CH:9][CH:10]=2)[C:5](Cl)=[N:4][N:3]=1.[C:13]1([P:19]([C:22]2[CH:27]=[CH:26][CH:25]=[CH:24][CH:23]=2)[O:20]C)[CH:18]=[CH:17][CH:16]=[CH:15][CH:14]=1>ClC1C=CC=CC=1Cl>[C:13]1([P:19]([C:22]2[CH:27]=[CH:26][CH:25]=[CH:24][CH:23]=2)([C:2]2[C:11]3[C:6](=[CH:7][CH:8]=[CH:9][CH:10]=3)[C:5]([P:19]([C:22]3[CH:23]=[CH:24][CH:25]=[CH:26][CH:27]=3)([C:13]3[CH:18]=[CH:17][CH:16]=[CH:15][CH:14]=3)=[O:20])=[N:4][N:3]=2)=[O:20])[CH:18]=[CH:17][CH:16]=[CH:15][CH:14]=1. Reactants: ClC1=NN=C(C2=CC=CC=C12)Cl (1,4-dichlorophthalazine), C1(=CC=CC=C1)P(OC)C1=CC=CC=C1 (methyl diphenylphosphinite). Conditions: time 13 day. Starting materials: C(C)OC(=O)C=1N=C2N(C=C(C=C2Cl)C(F)(F)F)C1 (8-chloro-6-(trifluoromethyl)imidazo[1,2,a]pyridine-2-carboxylic acid ethyl ester), ClC1=C(C=C(C=C1)OC)S(=O)(=O)N (2-chloro-5-methoxybenzenesulfonamide), [Cl-].C(C)[Al+]CC (diethylaluminum chloride), C(C)(=O)O (acetic acid), [Cl-].C(C)[Al+]CC (diethylaluminum chloride), [Cl-].C(C)[Al+]CC (diethylaluminum chloride), C(C)OC(=O)C=1N=C2N(C=C(C=C2Cl)C(F)(F)F)C1 (8-chloro-6-(trifluoromethyl)imidazo[1,2,a]pyridine-2-carboxylic acid ethyl ester). Run in ClCCCl (1,2-dichloroethane). Reaction conditions: temperature 75 celsius, time 1.5 hour. The product is ClC=1C=2N(C=C(C1)C(F)(F)F)C=C(N2)C(=O)NS(=O)(=O)C2=C(C=CC(=C2)OC)Cl (8-chloro-N-[(2-chloro-5-methoxyphenyl)-sulfonyl]-6-(trifluoromethyl)-imidazo[1,2-a]pyridine-2-carboxamide). As a reaction SMILES: C(O[C:4]([C:6]1[N:7]=[C:8]2[C:13]([Cl:14])=[CH:12][C:11]([C:15]([F:18])([F:17])[F:16])=[CH:10][N:9]2[CH:19]=1)=[O:5])C.[Cl:20][C:21]1[CH:26]=[CH:25][C:24]([O:27][CH3:28])=[CH:23][C:22]=1[S:29]([NH2:32])(=[O:31])=[O:30].[Cl-].C([Al+]CC)C.C(O)(=O)C>ClCCCl>[Cl:14][C:13]1[C:8]2[N:9]([CH:19]=[C:6]([C:4]([NH:32][S:29]([C:22]3[CH:23]=[C:24]([O:27][CH3:28])[CH:25]=[CH:26][C:21]=3[Cl:20])(=[O:31])=[O:30])=[O:5])[N:7]=2)[CH:10]=[C:11]([C:15]([F:16])([F:17])[F:18])[CH:12]=1 |f:2.3|. Reported procedure: To a stirred slurry of 8-chloro-6-(trifluoromethyl)imidazo[1,2,a]pyridine-2-carboxylic acid ethyl ester (see PCT Patent Publication WO 2010/129500 for preparation) (8 g, 27.3 mmol) and 2-chloro-5-methoxybenzenesulfonamide (see PCT Patent Publication WO 2010/129500 for preparation) (6.4 g, 28.7 mmol, 1.05 equiv) in 1,2-dichloroethane (41 mL) at 22° C. under nitrogen was added diethylaluminum chloride (4 mL, 31.9 mmol, 1.18 equiv) over approximately 5 minutes. The addition of diethylaluminum chlor... Starting materials: C1CCNCC1, Cc1ccccc1, O=CC1CCN(C(=O)OCc2ccccc2)CC1. The product is O=C(OCc1ccccc1)N1CCC(=CN2CCCCC2)CC1. RXN SMILES: [CH2:19]1[CH2:20][CH2:21][NH:22][CH2:23][CH2:24]1.[CH3:25][c:26]1[cH:27][cH:28][cH:29][cH:30][cH:31]1.[CH:1](=[O:2])[CH:3]1[CH2:4][CH2:5][N:6]([C:9](=[O:10])[O:11][CH2:12][c:13]2[cH:14][cH:15][cH:16][cH:17][cH:18]2)[CH2:7][CH2:8]1>>[CH:1](=[C:3]1[CH2:4][CH2:5][N:6]([C:9](=[O:10])[O:11][CH2:12][c:13]2[cH:14][cH:15][cH:16][cH:17][cH:18]2)[CH2:7][CH2:8]1)[N:22]1[CH2:21][CH2:20][CH2:19][CH2:24][CH2:23]1. Starting materials: C(=O)(O)[O-].[Na+] (NaHCO3), FC(C=1C=C(C=CC1)C1(CCC1)C#N)(F)F (1-[3-(trifluoromethyl)phenyl]cyclobutanecarbonitrile), N(N)C(N)=S (hydrazinecarbothioamide), C(=O)(C(F)(F)F)O (TFA). The solvent is C(C)(=O)OCC (Ethyl acetate). Reaction conditions: temperature 60 celsius. Product: C1(=CC=CC=C1)C1(CCC1)C1=NN=C(S1)N (5-(1-phenylcyclobutyl)-1,3,4-thiadiazol-2-amine). Reaction SMILES: FC(F)(F)[C:3]1[CH:4]=[C:5]([C:9]2([C:13]#[N:14])[CH2:12][CH2:11][CH2:10]2)[CH:6]=[CH:7][CH:8]=1.[NH:17]([C:19](=[S:21])[NH2:20])N.C(O)(C(F)(F)F)=O.C([O-])(O)=O.[Na+]>C(OCC)(=O)C>[C:5]1([C:9]2([C:13]3[S:21][C:19]([NH2:20])=[N:17][N:14]=3)[CH2:12][CH2:11][CH2:10]2)[CH:6]=[CH:7][CH:8]=[CH:3][CH:4]=1 |f:3.4|. Procedure: To a T-vial containing 1-[3-(trifluoromethyl)phenyl]cyclobutanecarbonitrile (1 eq) and hydrazinecarbothioamide (1 eq) was added TFA (1 eq) dropwise at rt. Then the mixture was heated to 60° C. for 2 hrs and cooled to rt. Ethyl acetate and aq. NaHCO3 were added and extracted with ethyl acetate twice, the organic layers combined, dried with MgSO4, and concentrated to give the desired product which was used directly in the next step.